Dataset: the Open Reaction Database (ORD), a public repository of structured organic reaction records. Task: describe an organic reaction: reactants, conditions, products, and yield Starting materials: O=C(O)c1ccc(-c2coc3c2ccc2ccccc23)cc1, ClC(Cl)Cl, O=[N+]([O-])[N+](=O)[O-]. The product is O=C(O)c1ccc(-c2c([N+](=O)[O-])oc3c2ccc2ccccc23)cc1. As a reaction SMILES: [C:1](=[O:2])([OH:3])[c:4]1[cH:5][cH:6][c:7](-[c:10]2[c:11]3[c:12]([o:13][cH:14]2)[c:15]2[cH:16][cH:17][cH:18][cH:19][c:20]2[cH:21][cH:22]3)[cH:8][cH:9]1.[CH:29]([Cl:30])([Cl:31])[Cl:32].[O-:23][N+:24](=[O:25])[N+:26](=[O:27])[O-:28]>>[C:1](=[O:2])([OH:3])[c:4]1[cH:5][cH:6][c:7](-[c:10]2[c:11]3[c:12]([o:13][c:14]2[N+:24](=[O:23])[O-:25])[c:15]2[cH:16][cH:17][cH:18][cH:19][c:20]2[cH:21][cH:22]3)[cH:8][cH:9]1. The reactants are BrC=1C=NC(=NC1)C(=O)O (5-bromopyrimidine-2-carboxylic acid), CC=1C(=NC=C(C1)C)N1CCNCC1 (1-(3,5-dimethylpyridin-2-yl)piperazine). Yields the product BrC=1C=NC(=NC1)C(=O)N1CCN(CC1)C1=NC=C(C=C1C)C ((5-bromopyrimidin-2-yl)[4-(3,5-dimethylpyridin-2-yl)piperazin-1-yl]methanone). The yield is 71.9%. As a reaction SMILES: [Br:1][C:2]1[CH:3]=[N:4][C:5]([C:8]([OH:10])=O)=[N:6][CH:7]=1.[CH3:11][C:12]1[C:13]([N:19]2[CH2:24][CH2:23][NH:22][CH2:21][CH2:20]2)=[N:14][CH:15]=[C:16]([CH3:18])[CH:17]=1>>[Br:1][C:2]1[CH:7]=[N:6][C:5]([C:8]([N:22]2[CH2:23][CH2:24][N:19]([C:13]3[C:12]([CH3:11])=[CH:17][C:16]([CH3:18])=[CH:15][N:14]=3)[CH2:20][CH2:21]2)=[O:10])=[N:4][CH:3]=1. Reported procedure: Using 5-bromopyrimidine-2-carboxylic acid (0.81 g) and 1-(3,5-dimethylpyridin-2-yl)piperazine (0.77 g) described in Preparation Example 79 and by the reaction and treatment in the same manner as in Preparation Example 111, the title compound (1.08 g) was obtained. Run in C(=O)(C(F)(F)F)O (TFA). Procedure details: 2-(4-{2-[1-(4-Methoxy-benzyl)-3-methyl-2-oxo-imidazolidin-4-yl]-ethoxy}-2-methyl-phenoxy)-2-methyl-propionic acid ethyl ester (0.105 g, 0.217 mmole) is treated with tryethylsilane (0.064 g, 0.743 mmole) in TFA (8.0 mL) at room temperature for about 6 hours. After evaporating the solvents, the residue is purified using silica gel (0-50% acetone/hexane). Colorless oil (0.041 g, 51%). Mass [EI+] 365 (M+H)+, 729 (2M+H)+. RXN SMILES: [CH2:1]([O:3][C:4](=[O:35])[C:5]([O:8][C:9]1[CH:14]=[CH:13][C:12]([O:15][CH2:16][CH2:17][CH:18]2[CH2:22][N:21](CC3C=CC(OC)=CC=3)[C:20](=[O:32])[N:19]2[CH3:33])=[CH:11][C:10]=1[CH3:34])([CH3:7])[CH3:6])[CH3:2]>C(O)(C(F)(F)F)=O>[CH2:1]([O:3][C:4](=[O:35])[C:5]([CH3:7])([O:8][C:9]1[CH:14]=[CH:13][C:12]([O:15][CH2:16][CH2:17][CH:18]2[CH2:22][NH:21][C:20](=[O:32])[N:19]2[CH3:33])=[CH:11][C:10]=1[CH3:34])[CH3:6])[CH3:2]. Starting materials: C(C)OC(C(C)(C)OC1=C(C=C(C=C1)OCCC1N(C(N(C1)CC1=CC=C(C=C1)OC)=O)C)C)=O (2-(4-{2-[1-(4-Methoxy-benzyl)-3-methyl-2-oxo-imidazolidin-4-yl]-ethoxy}-2-methyl-phenoxy)-2-methyl-propionic acid ethyl ester). Product: C(C)OC(C(C)(OC1=C(C=C(C=C1)OCCC1N(C(NC1)=O)C)C)C)=O (2-Methyl-2-{2-methyl-4-[2-(3-methyl-2-oxo-imidazolidin-4-yl)-ethoxy]-phenoxy}-propionic acid ethyl ester). Reactants: ice water, C(C)O (ethanol), C1(=CC=CC=C1)NN (phenylhydrazine), ClC(=O)OCC (ethyl chloroformate). Run in C(C)N(CC)CC (triethylamine). Product: C1(=CC=CC=C1)NNC(=O)OCC (N-phenyl-N'-ethoxycarbonylhydrazine). Yield: 86.0%. Reaction SMILES: C(O)C.[C:4]1([NH:10][NH2:11])[CH:9]=[CH:8][CH:7]=[CH:6][CH:5]=1.Cl[C:13]([O:15][CH2:16][CH3:17])=[O:14]>C(N(CC)CC)C>[C:4]1([NH:10][NH:11][C:13]([O:15][CH2:16][CH3:17])=[O:14])[CH:9]=[CH:8][CH:7]=[CH:6][CH:5]=1. Reported procedure: Into 200 ml of ethanol were poured 21.6 g (0.2 mol) of phenylhydrazine and 30 ml of triethylamine, and 21.6 g (0.2 mol) of ethyl chloroformate was slowly added dropwise thereto. After the addition, the mixture was refluxed for 30 minutes and then poured into ice-water. The mixture was extracted with ethyl acetate, and the extract was concentrated and purified by column chromatography to obtain 31 g of N-phenyl-N'-ethoxycarbonylhydrazine as an oily substance. Reactants: ON1N=NC2=C1C=CC=C2 (1-hydroxybenzotriazole), ClC1=C(C(=C(C=C1)OC(CNC(=O)OCC1=CC=CC=C1)=O)Cl)Cl (benzyloxycarbonylglycine-trichlorophenyl ester), C(C)N1CCOCC1 (N-ethylmorpholine), N[C@@H](CC1=CC=CC=C1)C(=O)O (phenylalanine). Solvent: CN(C=O)C (dimethylformamide). Reaction conditions: time 8 hour. Yields the product C(C1=CC=CC=C1)OC(=O)NCC(=O)N[C@@H](CC1=CC=CC=C1)C(=O)O (Benzyloxycarbonyl-glycyl-phenylalanine). Reaction SMILES: [NH2:1][C@H:2]([C:10]([OH:12])=[O:11])[CH2:3][C:4]1[CH:9]=[CH:8][CH:7]=[CH:6][CH:5]=1.ON1C2C=CC=CC=2N=N1.ClC1C=CC([O:30][C:31](=O)[CH2:32][NH:33][C:34]([O:36][CH2:37][C:38]2[CH:43]=[CH:42][CH:41]=[CH:40][CH:39]=2)=[O:35])=C(Cl)C=1Cl.C(N1CCOCC1)C>CN(C)C=O>[CH2:37]([O:36][C:34]([NH:33][CH2:32][C:31]([NH:1][C@H:2]([C:10]([OH:12])=[O:11])[CH2:3][C:4]1[CH:9]=[CH:8][CH:7]=[CH:6][CH:5]=1)=[O:30])=[O:35])[C:38]1[CH:43]=[CH:42][CH:41]=[CH:40][CH:39]=1. Procedure details: 16.5 g of phenylalanine are suspended in 150 ml of dimethylformamide (DMF), 13.5 g of 1-hydroxybenzotriazole, 38.8 g of benzyloxycarbonylglycine-trichlorophenyl ester and 12.8 ml of N-ethylmorpholine are added and the batch is stirred for 8 hours at room temperature. The product is concentrated in vacuo, dissolved in 1 liter of ethyl acetate and submitted to repeated extractions with200ml portions of 2 N citric acid and of saturated sodium chloride solution, respectively. The organic phase is dr...